Dataset: the Open Reaction Database (ORD), a public repository of structured organic reaction records. Task: describe an organic reaction: reactants, conditions, products, and yield Reactants: ClC1=C(C=NC=2N1N=CC2C(=O)OCC)C(=O)N2CCC(CC2)C2=CC=CC=C2 (7-Chloro-3-ethoxycarbonyl-6-(4-phenylpiperidine-1-carbonyl)pyrazolo[1,5-a]pyrimidine), CN1C=CC2=CC(=CC=C12)N (1-methyl-5-aminoindole). Product: C(C)OC(=O)C=1C=NN2C1N=CC(=C2NC=2C=C1C=CN(C1=CC2)C)C(=O)N2CCC(CC2)C2=CC=CC=C2 (3-Ethoxycarbonyl-7-(1-methyl-5-indolylamino)-6-(4-phenylpiperidine-1-carbonyl)pyrazolo[1,5-a]pyrimidine). Yield: 89.8%. As a reaction SMILES: Cl[C:2]1[N:7]2[N:8]=[CH:9][C:10]([C:11]([O:13][CH2:14][CH3:15])=[O:12])=[C:6]2[N:5]=[CH:4][C:3]=1[C:16]([N:18]1[CH2:23][CH2:22][CH:21]([C:24]2[CH:29]=[CH:28][CH:27]=[CH:26][CH:25]=2)[CH2:20][CH2:19]1)=[O:17].[CH3:30][N:31]1[C:39]2[C:34](=[CH:35][C:36]([NH2:40])=[CH:37][CH:38]=2)[CH:33]=[CH:32]1>>[CH2:14]([O:13][C:11]([C:10]1[CH:9]=[N:8][N:7]2[C:2]([NH:40][C:36]3[CH:35]=[C:34]4[C:39](=[CH:38][CH:37]=3)[N:31]([CH3:30])[CH:32]=[CH:33]4)=[C:3]([C:16]([N:18]3[CH2:23][CH2:22][CH:21]([C:24]4[CH:29]=[CH:28][CH:27]=[CH:26][CH:25]=4)[CH2:20][CH2:19]3)=[O:17])[CH:4]=[N:5][C:6]=12)=[O:12])[CH3:15]. Procedure details: In the same manner as in Example 19, step 5 and using 7-chloro-3-ethoxycarbonyl-6-(4-phenylpiperidine-1-carbonyl)pyrazolo[1,5-a]pyrimidine (0.15 g, 0.36 mmol) obtained in Example 19, step 4 and 1-methyl-5-aminoindole (0.072 g, 0.49 mmol), the title compound (0.169 g, 90%) was obtained. Reactants: Cl (HCl), C(C)OC(CC(=O)NC1=C(C(=C(C(=C1)Br)OC1=CC(=C(C(=C1)C(C)C)O)C=O)Br)C)=O (N-[3,5-dibromo-4-[3-formyl-4-hydroxy-5-isopropylphenoxy]-2-methyl-phenyl]malonamic acid ethyl ester), 8F, [Li+].[OH-] (LiOH). The solvent is C1CCOC1 (THF). Reaction conditions: time 1 hour. The product is BrC=1C(=C(C=C(C1OC1=CC(=C(C(=C1)C(C)C)O)C=O)Br)NC(CC(=O)O)=O)C (N-[3,5-dibromo-4-[3-formyl-4-hydroxy-5-isopropylphenoxy]-2-methylphenyl]malonamic acid). Isolated yield 42.0%. Reaction SMILES: C([O:3][C:4](=[O:31])[CH2:5][C:6]([NH:8][C:9]1[CH:14]=[C:13]([Br:15])[C:12]([O:16][C:17]2[CH:22]=[C:21]([CH:23]([CH3:25])[CH3:24])[C:20]([OH:26])=[C:19]([CH:27]=[O:28])[CH:18]=2)=[C:11]([Br:29])[C:10]=1[CH3:30])=[O:7])C.[Li+].[OH-].Cl>C1COCC1>[Br:29][C:11]1[C:10]([CH3:30])=[C:9]([NH:8][C:6](=[O:7])[CH2:5][C:4]([OH:31])=[O:3])[CH:14]=[C:13]([Br:15])[C:12]=1[O:16][C:17]1[CH:22]=[C:21]([CH:23]([CH3:24])[CH3:25])[C:20]([OH:26])=[C:19]([CH:27]=[O:28])[CH:18]=1 |f:1.2|. Procedure: To a stirred solution of compound N-[3,5-dibromo-4-[3-formyl-4-hydroxy-5-isopropylphenoxy]-2-methyl-phenyl]malonamic acid ethyl ester of Part 8F (15 mg, 0.027 mmol) and THF (0.5 mL) was added LiOH (0.25 mL, 1N). After 1 hour of stirring the pH of reaction was adjusted to 1 with 1N HCl and the organic phase removed in vacuo. The residue was extracted with EtOAc (3×3 mL) and the combined organic phases were dried over Na2SO4 before concentration. The residue was purified on column (silica gel, gra...